This data is from the Open Reaction Database (ORD), a public repository of structured organic reaction records. The task is: describe an organic reaction: reactants, conditions, products, and yield The reactants are CCCC[SnH](CCCC)CCCC, CC(=O)O, C=CCOC(=O)Nc1cccc(-c2nc(N3CCOCC3)sc2-c2ccnc(Cl)n2)c1OC, ClCCl, Cl[Pd]Cl, c1ccc(P(c2ccccc2)c2ccccc2)cc1, c1ccc(P(c2ccccc2)c2ccccc2)cc1. Product: COc1c(N)cccc1-c1nc(N2CCOCC2)sc1-c1ccnc(Cl)n1. As a reaction SMILES: [CH2:38]([SnH:39]([CH2:40][CH2:41][CH2:42][CH3:43])[CH2:44][CH2:45][CH2:46][CH3:47])[CH2:48][CH2:49][CH3:50].[CH3:34][C:35](=[O:36])[OH:37].[Cl:1][c:2]1[n:3][cH:4][cH:5][c:6](-[c:8]2[c:9](-[c:19]3[c:20]([O:32][CH3:33])[c:21]([NH:25][C:26](=[O:27])[O:28][CH2:29][CH:30]=[CH2:31])[cH:22][cH:23][cH:24]3)[n:10][c:11]([N:13]3[CH2:14][CH2:15][O:16][CH2:17][CH2:18]3)[s:12]2)[n:7]1.[Cl:51][CH2:52][Cl:53].[Pd:54]([Cl:55])[Cl:56].[c:57]1([P:58]([c:59]2[cH:60][cH:61][cH:62][cH:63][cH:64]2)[c:65]2[cH:66][cH:67][cH:68][cH:69][cH:70]2)[cH:71][cH:72][cH:73][cH:74][cH:75]1.[c:76]1([P:77]([c:78]2[cH:79][cH:80][cH:81][cH:82][cH:83]2)[c:84]2[cH:85][cH:86][cH:87][cH:88][cH:89]2)[cH:90][cH:91][cH:92][cH:93][cH:94]1>>[Cl:1][c:2]1[n:3][cH:4][cH:5][c:6](-[c:8]2[c:9](-[c:19]3[c:20]([O:32][CH3:33])[c:21]([NH2:25])[cH:22][cH:23][cH:24]3)[n:10][c:11]([N:13]3[CH2:14][CH2:15][O:16][CH2:17][CH2:18]3)[s:12]2)[n:7]1. The product is CCCCCCCCOc1ccc(-c2ccc(C(=O)O)cc2)cc1Cl. Reaction SMILES: [CH2:18]([CH2:19][CH2:20][CH2:21][CH2:22][CH2:23][CH2:24][CH3:25])[O:26][c:27]1[cH:28][cH:29][c:30](-[c:33]2[cH:34][cH:35][c:36]([C:39](=[O:40])[OH:41])[cH:37][cH:38]2)[cH:31][cH:32]1.[CH3:42][C:43](=[O:44])[OH:45].[Cl:1][N:2]([Cl:3])[S:4]([c:5]1[cH:6][cH:7][c:8]([CH3:9])[cH:10][cH:11]1)(=[O:12])=[O:13].[ClH:17].[NH:14]([Cl:15])[Cl:16]>>[Cl:1][c:28]1[c:27]([O:26][CH2:18][CH2:19][CH2:20][CH2:21][CH2:22][CH2:23][CH2:24][CH3:25])[cH:32][cH:31][c:30](-[c:33]2[cH:34][cH:35][c:36]([C:39](=[O:40])[OH:41])[cH:37][cH:38]2)[cH:29]1. The reactants are CCCCCCCCOc1ccc(-c2ccc(C(=O)O)cc2)cc1, CC(=O)O, Cc1ccc(S(=O)(=O)N(Cl)Cl)cc1, Cl, ClNCl. Reactants: CC(C)(C)n1nc(-c2ccc(Oc3ccccc3)cc2)c2c(N)ncnc21, O=CO, Cl. Reaction SMILES: [C:1]([CH3:2])([CH3:3])([CH3:4])[n:5]1[n:6][c:7](-[c:15]2[cH:16][cH:17][c:18]([O:21][c:22]3[cH:23][cH:24][cH:25][cH:26][cH:27]3)[cH:19][cH:20]2)[c:8]2[c:9]1[n:10][cH:11][n:12][c:13]2[NH2:14].[CH:28]([OH:29])=[O:30].[ClH:31]>>[nH:5]1[n:6][c:7](-[c:15]2[cH:16][cH:17][c:18]([O:21][c:22]3[cH:23][cH:24][cH:25][cH:26][cH:27]3)[cH:19][cH:20]2)[c:8]2[c:9]1[n:10][cH:11][n:12][c:13]2[NH2:14]. The product is Nc1ncnc2[nH]nc(-c3ccc(Oc4ccccc4)cc3)c12.